This data is from the Open Reaction Database (ORD), a public repository of structured organic reaction records. The task is: describe an organic reaction: reactants, conditions, products, and yield The reactants are BrCC1=CC=C(C(=O)OC)C=C1 (methyl 4-(bromomethyl)benzoate), C1(=CC=CC=C1)P(C1=CC=CC=C1)C1=CC=CC=C1 (triphenylphosphine), C1=CC=CC=C1 (benzene). Conditions: time 2 hour. Product: [Br-].COC(=O)C(C1=CC=CC=C1)[P+](C1=CC=CC=C1)(C1=CC=CC=C1)C1=CC=CC=C1 ((methyloxycarbonylbenzyl)triphenylphosphonium bromide). As a reaction SMILES: [Br:1]CC1C=C[C:6]([C:7]([O:9][CH3:10])=[O:8])=CC=1.[C:13]1([P:19]([C:26]2[CH:31]=[CH:30][CH:29]=[CH:28][CH:27]=2)[C:20]2[CH:25]=[CH:24][CH:23]=[CH:22][CH:21]=2)[CH:18]=[CH:17][CH:16]=[CH:15][CH:14]=1.[CH:32]1[CH:37]=[CH:36][CH:35]=[CH:34][CH:33]=1>>[Br-:1].[CH3:10][O:9][C:7]([CH:6]([P+:19]([C:13]1[CH:14]=[CH:15][CH:16]=[CH:17][CH:18]=1)([C:20]1[CH:25]=[CH:24][CH:23]=[CH:22][CH:21]=1)[C:26]1[CH:27]=[CH:28][CH:29]=[CH:30][CH:31]=1)[C:32]1[CH:37]=[CH:36][CH:35]=[CH:34][CH:33]=1)=[O:8] |f:3.4|. Procedure: 2.61 g (11.4 mol) of methyl 4-(bromomethyl)benzoate (IV) synthesized in the 4th step and 3.0 g (11.45 mmol) of triphenylphosphine were dissolved in 100 ml of benzene, and the temperature was raised to the reflux temperature under stirring, at which temperature, the reaction was carried out for 2 hours. The reactants are C(=O)(O)CN1C=NC(=C1CN=[N+]=[N-])C (1-carboxymethyl-4-methyl-5-azidomethylimidazole), C(C)(C)(C)N (tert-butylamine). Product: C(C)(C)(C)NC(=O)CN1C=NC(=C1CN=[N+]=[N-])C (1-t-Butylaminocarbonylmethyl-4-methyl-5-azidomethylimidazole). Reaction SMILES: [C:1]([CH2:4][N:5]1[C:9]([CH2:10][N:11]=[N+:12]=[N-:13])=[C:8]([CH3:14])[N:7]=[CH:6]1)([OH:3])=O.[C:15]([NH2:19])([CH3:18])([CH3:17])[CH3:16]>>[C:15]([NH:19][C:1]([CH2:4][N:5]1[C:9]([CH2:10][N:11]=[N+:12]=[N-:13])=[C:8]([CH3:14])[N:7]=[CH:6]1)=[O:3])([CH3:18])([CH3:17])[CH3:16]. Reported procedure: The title compound was prepared from 1-carboxymethyl-4-methyl-5-azidomethylimidazole and tert-butylamine using the procedure described in EXAMPLE I, Step A. 1H NMR (CDCl3) d 1.32 (s, 9 H), 2.29 (s, 3 H), 4.31 (s, 2 H), 4.48 (s, 2 H), 5.25 (br s, 1 H), 7.47 (s, 1 H). Reactants: Cl.CNCCCC(=O)O (4-(methylamino) butyric acid HCl), CO (methanol), S(=O)(Cl)Cl (thionyl chloride). Conditions: temperature 0 celsius, time 30 minute. Product: COC(CCCNC)=O (4-(methylamino) butyric acid methyl ester). Reaction SMILES: Cl.[CH3:2][NH:3][CH2:4][CH2:5][CH2:6][C:7]([OH:9])=[O:8].S(Cl)(Cl)=O.[CH3:14]O>>[CH3:14][O:8][C:7](=[O:9])[CH2:6][CH2:5][CH2:4][NH:3][CH3:2] |f:0.1|. Procedure: 4-(methylamino) butyric acid HCl was dissolved in methanol and thionyl chloride in catalytic amount was added drop by drop. The reaction mixture was stirred at 0° C. for 30 min. Thereafter, the solvent was reduced in vacu, yielding a white solid. The reactants are FC=1C=C2C(C(=CN3C2=C(C1N1CC(NCC1)C)C[C@@H]3C)C(=O)O)=O ((+)-8-fluoro-2-(S)-methyl-9-(3-methyl-1-piperazinyl)-6-oxo-1,2-dihydro-6H-pyrrolo[3,2,1-ij]quinoline-5-carboxylic acid), CS(=O)(=O)O (methanesulfonic acid). Product: CS(=O)(=O)O.FC=1C=C2C(C(=CN3C2=C(C1N1CC(NCC1)C)C[C@@H]3C)C(=O)O)=O ((+)-8-fluoro-2-(S)-methyl-9-(3-methyl-1-piperazinyl)-6-oxo-1,2-dihydro-6H-pyrrolo[3,2,1-ij]quinoline-5-carboxylic acid methanesulfonate). RXN SMILES: [F:1][C:2]1[CH:3]=[C:4]2[C:9]3=[C:10]([CH2:19][C@H:20]([CH3:21])[N:8]3[CH:7]=[C:6]([C:22]([OH:24])=[O:23])[C:5]2=[O:25])[C:11]=1[N:12]1[CH2:17][CH2:16][NH:15][CH:14]([CH3:18])[CH2:13]1.[CH3:26][S:27]([OH:30])(=[O:29])=[O:28]>>[CH3:26][S:27]([OH:30])(=[O:29])=[O:28].[F:1][C:2]1[CH:3]=[C:4]2[C:9]3=[C:10]([CH2:19][C@H:20]([CH3:21])[N:8]3[CH:7]=[C:6]([C:22]([OH:24])=[O:23])[C:5]2=[O:25])[C:11]=1[N:12]1[CH2:17][CH2:16][NH:15][CH:14]([CH3:18])[CH2:13]1 |f:2.3|. Procedure: (+)-8-fluoro-2-(S)-methyl-9-(3-methyl-1-piperazinyl)-6-oxo-1,2-dihydro-6H-pyrrolo[3,2,1-ij]quinoline-5-carboxylic acid and methanesulfonic acid were used, and treated in a manner analogous to Example 21, to give the title compound. The reactants are C(=C)C1=CC2=C(N=C3C=CC=CC3=C2C=C1)O[C@@H]1C[C@H](N(C1)C(=O)OC(C)(C)C)C(=O)OC (1-tert-butyl 2-methyl (2S,4R)-4-[(8-vinylphenanthridin-6-yl)oxy]pyrrolidine-1,2-dicarboxylate), Cl (HCl). Solvent: C(Cl)Cl (DCM). Reaction conditions: time 30 minute. The product is Cl.C(=C)C1=CC2=C(N=C3C=CC=CC3=C2C=C1)O[C@@H]1C[C@H](NC1)C(=O)OC (methyl (4R)-4-[(8-vinylphenanthridin-6-yl)oxy]-L-prolinate hydrochloride). Reaction SMILES: [CH:1]([C:3]1[CH:16]=[CH:15][C:14]2[C:5](=[C:6]([O:17][C@H:18]3[CH2:22][N:21](C(OC(C)(C)C)=O)[C@H:20]([C:30]([O:32][CH3:33])=[O:31])[CH2:19]3)[N:7]=[C:8]3[C:13]=2[CH:12]=[CH:11][CH:10]=[CH:9]3)[CH:4]=1)=[CH2:2].[ClH:34]>C(Cl)Cl>[ClH:34].[CH:1]([C:3]1[CH:16]=[CH:15][C:14]2[C:5](=[C:6]([O:17][C@H:18]3[CH2:22][NH:21][C@H:20]([C:30]([O:32][CH3:33])=[O:31])[CH2:19]3)[N:7]=[C:8]3[C:13]=2[CH:12]=[CH:11][CH:10]=[CH:9]3)[CH:4]=1)=[CH2:2] |f:3.4|. Reported procedure: To a solution of the product mixture from Step 4 (100 mg, 0.26 mmol) in DCM (5 mL) was bubbled HCl(g) for 10 min. After stirring for an additional 30 min, the solvent was removed in vacuo to yield methyl (4R)-4-[(8-vinylphenanthridin-6-yl)oxy]-L-prolinate hydrochloride, which was taken up in DCM (5 mL) and linker intermediate B20, (2S)-cyclohexyl({[(2,2-dimethylpent-4-en-1-yl)oxy]carbonyl}amino)acetic acid (85 mg, 0.29 mmol), TEA (0.073 mL, 0.52 mmol), EDC (63 mg, 0.33 mmol), and HOBT (50 mg, 0....